This data is from the Open Reaction Database (ORD), a public repository of structured organic reaction records. The task is: describe an organic reaction: reactants, conditions, products, and yield Reactants: S(=O)(Cl)Cl (thionyl chloride), FC(C(=O)O)F (difluoroacetic acid), NC(=O)OCC (Urethane). The product is FC(C(=O)NC(OCC)=O)F (ethyl difluoroacetylcarbamate). RXN SMILES: S(Cl)(Cl)=O.[F:5][CH:6]([F:10])[C:7](O)=[O:8].[NH2:11][C:12]([O:14][CH2:15][CH3:16])=[O:13]>>[F:5][CH:6]([F:10])[C:7]([NH:11][C:12](=[O:13])[O:14][CH2:15][CH3:16])=[O:8]. Procedure details: During a 30 minute period 65.4 g (0.55 mole) of thionyl chloride was added to 50.0 g (0.52 mole) of difluoroacetic acid while stirring. Gas evolved during the addition was returned to the reaction mixture by condensation on a dry ice condenser. After complete addition, the mixture was stirred at room temperature for approximately two hours. Urethane, 46.4 g (0.52 mole), was added and, after complete addition, the reaction mixture was heated at 60°-70° C. for three hours. The mixture was cooled t... Starting materials: CCCCC1CCNCC1, CC#N, COc1ccc2c(CCCCl)n[nH]c2c1, O. Product: CCCCC1CCN(CCCc2n[nH]c3cc(OC)ccc23)CC1. Reaction SMILES: [CH2:16]([CH2:17][CH2:18][CH3:19])[CH:20]1[CH2:21][CH2:22][NH:23][CH2:24][CH2:25]1.[CH3:27][C:28]#[N:29].[Cl:1][CH2:2][CH2:3][CH2:4][c:5]1[n:6][nH:7][c:8]2[cH:9][c:10]([O:14][CH3:15])[cH:11][cH:12][c:13]12.[OH2:26]>>[CH2:2]([CH2:3][CH2:4][c:5]1[n:6][nH:7][c:8]2[cH:9][c:10]([O:14][CH3:15])[cH:11][cH:12][c:13]12)[N:23]1[CH2:22][CH2:21][CH:20]([CH2:16][CH2:17][CH2:18][CH3:19])[CH2:25][CH2:24]1. Starting materials: C1(=CC=CC=C1)P(C1=C(C2=CC=CC=C2C=C1)C1=C(C=CC2=CC=CC=C12)P(C1=CC=CC=C1)C1=CC=CC=C1)C1=CC=CC=C1 (2,2′-bis(diphenylphosphino)-1,1′-binaphthyl), CC(C)([O-])C.[Na+] (sodium tert-butoxide), polymethylhydrosiloxane, C(C)(C)(C)O (tert-butyl alcohol), [Si](C1=CC=CC=C1)(C1=CC=CC=C1)(C(C)(C)C)OCC1=CC(=NC=N1)C(=CC(=O)OCC)C1CC1 (ethyl 3-(6-(((tert-butyldiphenylsilyl)oxy)methyl)pyrimidin-4-yl)-3-cyclopropylacrylate). Reagents/catalysts: [Cu]Cl (copper (I) chloride). Solvent: CO (methanol), C1(=CC=CC=C1)C (toluene). Reaction conditions: time 5 minute. Product: [Si](C1=CC=CC=C1)(C1=CC=CC=C1)(C(C)(C)C)OCC1=CC(=NC=N1)C(CC(=O)OCC)C1CC1 (ethyl 3-(6-(((tert-butyldiphenylsilyl)oxy)methyl)pyrimidin-4-yl)-3-cyclopropylpropanoate). The yield is 101.1%. RXN SMILES: C1(P(C2C=CC=CC=2)C2C=CC3C(=CC=CC=3)C=2C2C3C(=CC=CC=3)C=CC=2P(C2C=CC=CC=2)C2C=CC=CC=2)C=CC=CC=1.CC(C)([O-])C.[Na+].[Si:53]([O:70][CH2:71][C:72]1[N:77]=[CH:76][N:75]=[C:74]([C:78]([CH:85]2[CH2:87][CH2:86]2)=[CH:79][C:80]([O:82][CH2:83][CH3:84])=[O:81])[CH:73]=1)([C:66]([CH3:69])([CH3:68])[CH3:67])([C:60]1[CH:65]=[CH:64][CH:63]=[CH:62][CH:61]=1)[C:54]1[CH:59]=[CH:58][CH:57]=[CH:56][CH:55]=1.C(O)(C)(C)C>C1(C)C=CC=CC=1.[Cu]Cl.CO>[Si:53]([O:70][CH2:71][C:72]1[N:77]=[CH:76][N:75]=[C:74]([CH:78]([CH:85]2[CH2:87][CH2:86]2)[CH2:79][C:80]([O:82][CH2:83][CH3:84])=[O:81])[CH:73]=1)([C:66]([CH3:67])([CH3:68])[CH3:69])([C:54]1[CH:55]=[CH:56][CH:57]=[CH:58][CH:59]=1)[C:60]1[CH:61]=[CH:62][CH:63]=[CH:64][CH:65]=1 |f:1.2|. Procedure: Under an argon atmosphere, to a solution of 2,2′-bis(diphenylphosphino)-1,1′-binaphthyl (844 mg) in toluene (50 mL) were added copper (I) chloride (134 mg) and sodium tert-butoxide (130 mg), and the mixture was stirred at room temperature for 5 min. To the obtained yellow suspension were successively added ethyl 3-(6-(((tert-butyldiphenylsilyl)oxy)methyl)pyrimidin-4-yl)-3-cyclopropylacrylate (6.60 g), polymethylhydrosiloxane (8.10 mL) and tert-butyl alcohol (2.56 mL) at room temperature, and the... Starting materials: CC#N, COc1cc(OC)nc(N)n1, O=C=NS(=O)(=O)c1ccccc1-c1ccno1. RXN SMILES: [CH3:29][C:30]#[N:31].[NH2:1][c:2]1[n:3][c:4]([O:10][CH3:11])[cH:5][c:6]([O:8][CH3:9])[n:7]1.[o:12]1[n:13][cH:14][cH:15][c:16]1-[c:17]1[c:18]([S:23](=[O:24])(=[O:25])[N:26]=[C:27]=[O:28])[cH:19][cH:20][cH:21][cH:22]1>>[NH:1]([c:2]1[n:3][c:4]([O:10][CH3:11])[cH:5][c:6]([O:8][CH3:9])[n:7]1)[C:27]([NH:26][S:23]([c:18]1[c:17](-[c:16]2[o:12][n:13][cH:14][cH:15]2)[cH:22][cH:21][cH:20][cH:19]1)(=[O:24])=[O:25])=[O:28]. The product is COc1cc(OC)nc(NC(=O)NS(=O)(=O)c2ccccc2-c2ccno2)n1.